From a dataset of the Open Reaction Database (ORD), a public repository of structured organic reaction records. describe an organic reaction: reactants, conditions, products, and yield Reactants: CC(C)(CCO)n1cc(-c2ncnc3[nH]ccc23)cn1, CS(=O)(=O)Cl, ClCCl. Yields the product CC(C)(CCOS(C)(=O)=O)n1cc(-c2ncnc3[nH]ccc23)cn1. Reaction SMILES: [CH3:1][C:2]([CH2:3][CH2:4][OH:5])([CH3:6])[n:7]1[n:8][cH:9][c:10](-[c:12]2[c:13]3[c:14]([n:15][cH:16][n:17]2)[nH:18][cH:19][cH:20]3)[cH:11]1.[CH3:21][S:22]([Cl:23])(=[O:24])=[O:25].[Cl:26][CH2:27][Cl:28]>>[CH3:1][C:2]([CH2:3][CH2:4][O:5][S:22]([CH3:21])(=[O:24])=[O:25])([CH3:6])[n:7]1[n:8][cH:9][c:10](-[c:12]2[c:13]3[c:14]([n:15][cH:16][n:17]2)[nH:18][cH:19][cH:20]3)[cH:11]1.